This data is from the Open Reaction Database (ORD), a public repository of structured organic reaction records. The task is: describe an organic reaction: reactants, conditions, products, and yield Reactants: ClC1=CC=CC=2N(C(=NC21)[C@H](C)N)C2=CC=CC=C2 ((S)-1-(4-Chloro-1-phenyl-1H-benzoimidazol-2-yl)ethylamine), ClC1=C2N=CNC2=NC=N1 (6-chloro-9H-purine), CCN(C(C)C)C(C)C (DIPEA), ClC1=C2N=CNC2=NC=N1 (6-chloro-9H-purine), CCN(C(C)C)C(C)C (DIPEA). Run in C(CCC)O (n-butanol). Conditions: temperature 120 celsius, time 16 hour. The product is ClC1=CC=CC=2N(C(=NC21)[C@H](C)NC2=C1N=CNC1=NC=N2)C2=CC=CC=C2 ((S)—N-(1-(4-chloro-1-phenyl-1H-benzo[d]imidazol-2-yl)ethyl)-9H-purin-6-amine). Yield: 18.4%. As a reaction SMILES: [Cl:1][C:2]1[C:10]2[N:9]=[C:8]([C@@H:11]([NH2:13])[CH3:12])[N:7]([C:14]3[CH:19]=[CH:18][CH:17]=[CH:16][CH:15]=3)[C:6]=2[CH:5]=[CH:4][CH:3]=1.Cl[C:21]1[N:29]=[CH:28][N:27]=[C:26]2[C:22]=1[N:23]=[CH:24][NH:25]2.CCN(C(C)C)C(C)C>C(O)CCC>[Cl:1][C:2]1[C:10]2[N:9]=[C:8]([C@@H:11]([NH:13][C:21]3[N:29]=[CH:28][N:27]=[C:26]4[C:22]=3[N:23]=[CH:24][NH:25]4)[CH3:12])[N:7]([C:14]3[CH:15]=[CH:16][CH:17]=[CH:18][CH:19]=3)[C:6]=2[CH:5]=[CH:4][CH:3]=1. Reported procedure: A mixture of (S)-1-(4-chloro-1-phenyl-1H-benzoimidazol-2-yl)ethylamine from Example 9 (250 mg, 0.92 mmol), 6-chloro-9H-purine (200 mg, 1.29 mmol) and DIPEA (0.29 mL, 1.66 mmol) in n-butanol (2 mL) was stirred in a sealed tube for 16 h at 120° C. Additional amounts of 6-chloro-9H-purine (100 mg, 0.64 mmol) and DIPEA (0.14 mL, 0.802 mmol) were added and the stirring was continued at 120° C. for 24 h. After cooling to RT, the crude reaction mixture was partitioned between DCM and water. The aqueous... Reactants: CI, CSCC(=O)c1ccc(C(F)(F)F)cc1, [H-], [Na+], C1CCOC1, O. Product: CSC(C)C(=O)c1ccc(C(F)(F)F)cc1. RXN SMILES: [CH3:18][I:19].[CH3:1][S:2][CH2:3][C:4](=[O:5])[c:6]1[cH:7][cH:8][c:9]([C:12]([F:13])([F:14])[F:15])[cH:10][cH:11]1.[H-:16].[Na+:17].[O:21]1[CH2:22][CH2:23][CH2:24][CH2:25]1.[OH2:20]>>[CH3:1][S:2][CH:3]([C:4](=[O:5])[c:6]1[cH:7][cH:8][c:9]([C:12]([F:13])([F:14])[F:15])[cH:10][cH:11]1)[CH3:18].